This data is from the Open Reaction Database (ORD), a public repository of structured organic reaction records. The task is: describe an organic reaction: reactants, conditions, products, and yield Reactants: COC(=O)c1cc(OC)nc(OC)c1NC(=O)OC(C)(C)C, Cc1ccccc1, [Na+], O=C([O-])O, O, O, Cc1ccc(S(=O)(=O)O)cc1. Yields the product COC(=O)c1cc(OC)nc(OC)c1N. Reaction SMILES: [C:14](=[O:15])([O:16][CH3:17])[c:18]1[c:19]([NH:28][C:29](=[O:30])[O:31][C:32]([CH3:33])([CH3:34])[CH3:35])[c:20]([O:26][CH3:27])[n:21][c:22]([O:24][CH3:25])[cH:23]1.[CH3:41][c:42]1[cH:43][cH:44][cH:45][cH:46][cH:47]1.[Na+:40].[O-:36][C:37]([OH:38])=[O:39].[OH2:13].[OH2:1].[c:2]1([CH3:3])[cH:4][cH:5][c:6]([S:7]([OH:8])(=[O:9])=[O:10])[cH:11][cH:12]1>>[C:14](=[O:15])([O:16][CH3:17])[c:18]1[c:19]([NH2:28])[c:20]([O:26][CH3:27])[n:21][c:22]([O:24][CH3:25])[cH:23]1. The reactants are CC(C)(C)OC(=O)NCc1ccc(C(=O)NNC(=O)OCc2ccccc2)cc1, CO, [H][H]. Product: CC(C)(C)OC(=O)NCc1ccc(C(=O)NN)cc1. As a reaction SMILES: [C:1]([CH3:2])([CH3:3])([CH3:4])[O:5][C:6](=[O:7])[NH:8][CH2:9][c:10]1[cH:11][cH:12][c:13]([C:14](=[O:15])[NH:16][NH:17][C:18]([O:19][CH2:20][c:21]2[cH:22][cH:23][cH:24][cH:25][cH:26]2)=[O:27])[cH:28][cH:29]1.[CH3:32][OH:33].[H:30][H:31]>>[C:1]([CH3:2])([CH3:3])([CH3:4])[O:5][C:6](=[O:7])[NH:8][CH2:9][c:10]1[cH:11][cH:12][c:13]([C:14](=[O:15])[NH:16][NH2:17])[cH:28][cH:29]1.